From a dataset of the Open Reaction Database (ORD), a public repository of structured organic reaction records. describe an organic reaction: reactants, conditions, products, and yield Reactants: ClC=1C=C(C=CC1C(F)(F)F)C1=NC=2N(C(=C1)C(F)(F)F)N=CC2C(=O)O (5-(3-chloro-4-trifluoromethyl-phenyl)-7-trifluoromethyl-pyrazolo[1,5-a]pyrimidine-3-carboxylic acid), NC1=NC=C(C(=N)NO)C=C1 (6-amino-N-hydroxy-nicotinamidine). Yields the product ClC=1C=C(C=CC1C(F)(F)F)C1=NC=2N(C(=C1)C(F)(F)F)N=CC2C2=NC(=NO2)C=2C=CC(=NC2)N (5-{5-[5-(3-Chloro-4-trifluoromethyl-phenyl)-7-trifluoromethyl-pyrazolo[1,5-a]pyrimidin-3-yl]-[1,2,4]oxadiazol-3-yl}-pyridin-2-ylamine). As a reaction SMILES: [Cl:1][C:2]1[CH:3]=[C:4]([C:12]2[CH:17]=[C:16]([C:18]([F:21])([F:20])[F:19])[N:15]3[N:22]=[CH:23][C:24]([C:25]([OH:27])=O)=[C:14]3[N:13]=2)[CH:5]=[CH:6][C:7]=1[C:8]([F:11])([F:10])[F:9].[NH2:28][C:29]1[CH:38]=[CH:37][C:32]([C:33]([NH:35]O)=[NH:34])=[CH:31][N:30]=1>>[Cl:1][C:2]1[CH:3]=[C:4]([C:12]2[CH:17]=[C:16]([C:18]([F:21])([F:19])[F:20])[N:15]3[N:22]=[CH:23][C:24]([C:25]4[O:27][N:35]=[C:33]([C:32]5[CH:37]=[CH:38][C:29]([NH2:28])=[N:30][CH:31]=5)[N:34]=4)=[C:14]3[N:13]=2)[CH:5]=[CH:6][C:7]=1[C:8]([F:10])([F:9])[F:11]. Procedure: The title compound was prepared from 5-(3-chloro-4-trifluoromethyl-phenyl)-7-trifluoromethyl-pyrazolo[1,5-a]pyrimidine-3-carboxylic acid (example C.17) (205 mg, 0.5 mmol) and 6-amino-N-hydroxy-nicotinamidine (example B.4) (114 mg, 0.75 mmol) according to general procedure II. Obtained after flash chromatography on silica gel (ethyl acetate/heptane) and further purification by crystallization (dichloromethane/hexane) as a yellow solid (90 mg, 34%). MS (ISP) 526.1 [(M+H)+]; mp 234° C. Reactants: N1=CN=C(C=C1)C=1C=C(C=CC1)NC1=C(C=C(C=C1)C#N)N (N-(3-(4-pyrimidyl)phenyl)-4-cyano-2-aminoaniline), C(=O)O (HCO2H). Reaction conditions: temperature 110 celsius, time 1 hour. The product is C(#N)C1=CC2=C(N(C=N2)C2=CC(=CC=C2)C2=NC=NC=C2)C=C1 (5-Cyano-1-(3-(4-pyrimidyl)phenyl)benzimidazole). Yield: 85.0%. As a reaction SMILES: [N:1]1[CH:6]=[CH:5][C:4]([C:7]2[CH:8]=[C:9]([NH:13][C:14]3[CH:19]=[CH:18][C:17]([C:20]#[N:21])=[CH:16][C:15]=3[NH2:22])[CH:10]=[CH:11][CH:12]=2)=[N:3][CH:2]=1.[CH:23](O)=O>>[C:20]([C:17]1[CH:18]=[CH:19][C:14]2[N:13]([C:9]3[CH:10]=[CH:11][CH:12]=[C:7]([C:4]4[CH:5]=[CH:6][N:1]=[CH:2][N:3]=4)[CH:8]=3)[CH:23]=[N:22][C:15]=2[CH:16]=1)#[N:21]. Procedure: A mixture of (60) (3.0 g, 10 mmol) and HCO2H (20 ml) was stirred at 110° C. for 1 hr. The mixture was concentrated in vacuo. The residue was partitioned between a 5% aqueous NaHCO3 solution and CH2Cl2. The organic phase was dried over MgSO4, and the solvent was removed by evaporation. The residue was triturated with ethyl acetate to afford crystalline (61) (2.6g, 85%). Reactants: CCCCO, COc1ccc(N(C)c2nc(Cl)nc3ccccc23)cc1OC, Cl, NCCO. Product: COc1ccc(N(C)c2nc(NCCO)nc3ccccc23)cc1OC. RXN SMILES: [CH2:29]([OH:30])[CH2:31][CH2:32][CH3:33].[Cl:2][c:3]1[n:4][c:5]2[cH:6][cH:7][cH:8][cH:9][c:10]2[c:11]([N:13]([CH3:14])[c:15]2[cH:16][c:17]([O:23][CH3:24])[c:18]([O:21][CH3:22])[cH:19][cH:20]2)[n:12]1.[ClH:1].[NH2:25][CH2:26][CH2:27][OH:28]>>[c:3]1([NH:25][CH2:26][CH2:27][OH:28])[n:4][c:5]2[cH:6][cH:7][cH:8][cH:9][c:10]2[c:11]([N:13]([CH3:14])[c:15]2[cH:16][c:17]([O:23][CH3:24])[c:18]([O:21][CH3:22])[cH:19][cH:20]2)[n:12]1. The reactants are COc1ccc2c(C(O)c3ccc([N+](=O)[O-])cc3)ccnc2c1, ClC(Cl)Cl. The product is COc1ccc2c(C(=O)c3ccc([N+](=O)[O-])cc3)ccnc2c1. RXN SMILES: [CH3:1][O:2][c:3]1[cH:4][cH:5][c:6]2[c:7]([CH:13]([OH:14])[c:15]3[cH:16][cH:17][c:18]([N+:21](=[O:22])[O-:23])[cH:19][cH:20]3)[cH:8][cH:9][n:10][c:11]2[cH:12]1.[Cl:24][CH:25]([Cl:26])[Cl:27]>>[CH3:1][O:2][c:3]1[cH:4][cH:5][c:6]2[c:7]([C:13](=[O:14])[c:15]3[cH:16][cH:17][c:18]([N+:21](=[O:22])[O-:23])[cH:19][cH:20]3)[cH:8][cH:9][n:10][c:11]2[cH:12]1. Reactants: CCO, COc1ccc(CCl)cc1, ClCCl, CC(C)(O)C(=O)O. Product: COc1ccc(COC(=O)C(C)(C)O)cc1. Reaction SMILES: [CH3:18][CH2:19][OH:20].[CH3:8][O:9][c:10]1[cH:11][cH:12][c:13]([CH2:14][Cl:15])[cH:16][cH:17]1.[Cl:21][CH2:22][Cl:23].[OH:1][C:2]([C:3](=[O:4])[OH:5])([CH3:6])[CH3:7]>>[OH:1][C:2]([C:3](=[O:4])[O:5][CH2:14][c:13]1[cH:12][cH:11][c:10]([O:9][CH3:8])[cH:17][cH:16]1)([CH3:6])[CH3:7]. The yield is 84.5%. Reaction SMILES: Br[C:2]1[CH:7]=[CH:6][CH:5]=[CH:4][C:3]=1[CH:8]1[CH2:10][CH:9]1[CH:11]1[CH2:13][CH2:12]1.[CH2:14]([NH2:21])[C:15]1[CH:20]=[CH:19][CH:18]=[CH:17][CH:16]=1.C([O-])(C)(C)C.[Na+].C(OCC)(=O)C>C(COC)OC>[CH2:14]([NH:21][C:2]1[CH:7]=[CH:6][CH:5]=[CH:4][C:3]=1[CH:8]1[CH2:10][CH:9]1[CH:11]1[CH2:13][CH2:12]1)[C:15]1[CH:20]=[CH:19][CH:18]=[CH:17][CH:16]=1 |f:2.3|. Procedure details: 3.7 g of 2-(2-bromophenyl)bicyclopropyl (15.6 mmol, trans/cis ratio of about 3:1), 2.0 g of benzylamine (18.7 mmol), 2.1 g of sodium tert-butanolate (21.8 mmol), 3.5 mg of Pd(II) acetate (0.016 mmol) and 8.6 mg of R(−)-di-tert-butyl-[1-[(S)-2-(dicyclohexylphosphanyl)-ferrocenyl]ethyl]phosphine (0.016 mmol) are dissolved in 30 ml of dimethoxyethane. The reaction mixture is heated to 70° C. and stirred for 24 hours. After cooling, ethyl acetate is added. The organic phase is washed with water. The... Product: C(C1=CC=CC=C1)NC1=C(C=CC=C1)C1C(C1)C1CC1 (benzyl(2-bicyclopropyl-2-yl-phenyl)amine). Reactants: BrC1=C(C=CC=C1)C1C(C1)C1CC1 (2-(2-bromophenyl)bicyclopropyl), C(C1=CC=CC=C1)N (benzylamine), C(C)(C)(C)[O-].[Na+] (sodium tert-butanolate), Pd(II) acetate, R(−)-di-tert-butyl-[1-[(S)-2-(dicyclohexylphosphanyl)-ferrocenyl]ethyl]phosphine, C(C)(=O)OCC (ethyl acetate). Solvent: C(OC)COC (dimethoxyethane). Reaction conditions: temperature 70 celsius, time 24 hour. The reactants are C(C)(C)(C)Cl (t-butyl chloride), [OH-].[Na+] (NaOH), fused zinc chloride, C1=C(C=CC2=CC=CC=C12)O (β-naphthol). The solvent is hexanes, C(Cl)Cl (CH2Cl2). Product: C(C)(C)(C)C=1C=C2C=CC(=CC2=CC1)O (6-tert-butyl-2-naphthol). Yield: 14.7%. As a reaction SMILES: [CH:1]1[C:10]2[C:5](=[CH:6][CH:7]=[CH:8][CH:9]=2)[CH:4]=[CH:3][C:2]=1[OH:11].[C:12](Cl)([CH3:15])([CH3:14])[CH3:13].[OH-].[Na+]>C(Cl)Cl>[C:12]([C:7]1[CH:6]=[C:5]2[C:10](=[CH:9][CH:8]=1)[CH:1]=[C:2]([OH:11])[CH:3]=[CH:4]2)([CH3:15])([CH3:14])[CH3:13] |f:2.3|. Reported procedure: A 2 L round bottomed flask was charged with freshly fused zinc chloride (45.0 g), β-naphthol (150.0 g; 1.04 mol) and hexanes (450 ml). The mixture was stirred vigorously while adding t-butyl chloride (150.0 g; 1.62 mol) dropwise over 30 min. When the reaction mixture was gradually heated to reflux, a solution was not obtained. The reaction mixture was cooled to room temperature and 100 ml of CH2Cl2 was added. The reaction mixture was refluxed overnight, cooled and concentrated under vacuum to af... Procedure details: A solution of 2,6-dichloroaniline (100 g, 617 mmol) in MTBE (1 L) is added via addition funnel over 30 minutes to commercial hydrogen chloride (600 mL). The white suspension is stirred 15 minutes and is cooled to 0° C. A solution of sodium nitrite (42.5 g, 617 mmol) in water (150 mL) is added dropwise via addition funnel. After stirring at 0° C. for 30 minutes, a solution of sodium azide (40.1 g, 617 mmol) in water (150 mL) is added. After the addition is completed (45 minutes), the mixture is s... As a reaction SMILES: [Cl:1][C:2]1[CH:8]=[CH:7][CH:6]=[C:5]([Cl:9])[C:3]=1[NH2:4].Cl.N([O-])=O.[Na+].[N-:15]=[N+:16]=[N-].[Na+].[OH-].[Na+]>CC(OC)(C)C.O>[N:4]([C:3]1[C:2]([Cl:1])=[CH:8][CH:7]=[CH:6][C:5]=1[Cl:9])=[N+:15]=[N-:16] |f:2.3,4.5,6.7|. The reactants are N(=O)[O-].[Na+] (sodium nitrite), [N-]=[N+]=[N-].[Na+] (sodium azide), [OH-].[Na+] (NaOH), ClC1=C(N)C(=CC=C1)Cl (2,6-dichloroaniline), Cl (hydrogen chloride). Yield: 99.1%. The solvent is O (water), O (water), CC(C)(C)OC (MTBE). Reaction conditions: temperature 0 celsius, time 15 minute. Yields the product N(=[N+]=[N-])C1=C(C=CC=C1Cl)Cl (2-Azido-1,3-dichloro-benzene). Reactants: CC(C)CC(C(=O)NC1CCc2ccccc2NC1=O)C1(C(N)=O)CC=CC1, CC#N, Fc1ccccc1Oc1cccc(CBr)c1, [K+], [K+], O=C([O-])[O-]. Yields the product CC(C)CC(C(=O)NC1CCc2ccccc2N(Cc2cccc(Oc3ccccc3F)c2)C1=O)C1(C(N)=O)CC=CC1. As a reaction SMILES: [CH3:1][CH:2]([CH2:3][CH:4]([C:5]([NH:6][CH:7]1[CH2:8][CH2:9][c:10]2[c:11]([cH:15][cH:16][cH:17][cH:18]2)[NH:12][C:13]1=[O:14])=[O:19])[C:20]1([C:25](=[O:26])[NH2:27])[CH2:21][CH:22]=[CH:23][CH2:24]1)[CH3:28].[CH3:51][C:52]#[N:53].[F:35][c:36]1[c:37]([O:38][c:39]2[cH:40][c:41]([CH2:42][Br:43])[cH:44][cH:45][cH:46]2)[cH:47][cH:48][cH:49][cH:50]1.[K+:29].[K+:30].[O-:31][C:32]([O-:33])=[O:34]>>[CH3:1][CH:2]([CH2:3][CH:4]([C:5]([NH:6][CH:7]1[CH2:8][CH2:9][c:10]2[c:11]([cH:15][cH:16][cH:17][cH:18]2)[N:12]([CH2:42][c:41]2[cH:40][c:39]([O:38][c:37]3[c:36]([F:35])[cH:50][cH:49][cH:48][cH:47]3)[cH:46][cH:45][cH:44]2)[C:13]1=[O:14])=[O:19])[C:20]1([C:25](=[O:26])[NH2:27])[CH2:21][CH:22]=[CH:23][CH2:24]1)[CH3:28].